Task: describe an organic reaction: reactants, conditions, products, and yield. Dataset: the Open Reaction Database (ORD), a public repository of structured organic reaction records The reactants are O=C([O-])[O-], C1COCCO1, CC1(C)OB(C2=CCC3(CC2)OCCO3)OC1(C)C, Oc1cccnc1I, [Na+], [Na+], c1ccc([PH](c2ccccc2)(c2ccccc2)[Pd-4]([PH](c2ccccc2)(c2ccccc2)c2ccccc2)([PH](c2ccccc2)(c2ccccc2)c2ccccc2)[PH](c2ccccc2)(c2ccccc2)c2ccccc2)cc1. Yields the product Oc1cccnc1C1=CCC2(CC1)OCCO2. As a reaction SMILES: [C:28](=[O:29])([O-:30])[O-:31].[CH2:34]1[O:35][CH2:36][CH2:37][O:38][CH2:39]1.[CH3:1][C:2]1([CH3:3])[C:4]([CH3:5])([CH3:6])[O:7][B:8]([C:9]2=[CH:10][CH2:11][C:12]3([O:13][CH2:14][CH2:15][O:16]3)[CH2:17][CH2:18]2)[O:19]1.[I:20][c:21]1[n:22][cH:23][cH:24][cH:25][c:26]1[OH:27].[Na+:32].[Na+:33].[c:40]1([PH:41]([Pd-4:42]([PH:43]([c:44]2[cH:45][cH:46][cH:47][cH:48][cH:49]2)([c:50]2[cH:51][cH:52][cH:53][cH:54][cH:55]2)[c:56]2[cH:57][cH:58][cH:59][cH:60][cH:61]2)([PH:62]([c:63]2[cH:64][cH:65][cH:66][cH:67][cH:68]2)([c:69]2[cH:70][cH:71][cH:72][cH:73][cH:74]2)[c:75]2[cH:76][cH:77][cH:78][cH:79][cH:80]2)[PH:81]([c:82]2[cH:83][cH:84][cH:85][cH:86][cH:87]2)([c:88]2[cH:89][cH:90][cH:91][cH:92][cH:93]2)[c:94]2[cH:95][cH:96][cH:97][cH:98][cH:99]2)([c:100]2[cH:101][cH:102][cH:103][cH:104][cH:105]2)[c:106]2[cH:107][cH:108][cH:109][cH:110][cH:111]2)[cH:112][cH:113][cH:114][cH:115][cH:116]1>>[C:9]1([c:21]2[n:22][cH:23][cH:24][cH:25][c:26]2[OH:27])=[CH:10][CH2:11][C:12]2([O:13][CH2:14][CH2:15][O:16]2)[CH2:17][CH2:18]1. Reactants: N1C=NC(=C1)CCCOC1=CC=C(C=C1)C(=O)C1CC1 (cyclopropyl 4-(3-(1H-imidazol-4-yl)propyloxy)phenyl ketone), C1(=CC=C(C=C1)S(=O)(=O)O)C (4-toluenesulphonic acid), C(CO)O (ethylene glycol). Yields the product C1COC(CC2=CC=C(C=C2)OCCCC=2N=CNC2)(CCO)O1 (4-Hydroxy-(4-(3-(1H-imidazol-4-yl)propyloxy)phenyl)butanone ethylene acetal). RXN SMILES: [NH:1]1[CH:5]=[C:4]([CH2:6][CH2:7][CH2:8][O:9][C:10]2[CH:15]=[CH:14][C:13]([C:16]([CH:18]3[CH2:20][CH2:19]3)=O)=[CH:12][CH:11]=2)[N:3]=[CH:2]1.C1(C)C=CC(S(O)(=O)=[O:28])=CC=1.[CH2:32]([OH:35])[CH2:33][OH:34]>>[CH2:32]1[O:35][C:18]([CH2:20][CH2:19][OH:28])([CH2:16][C:13]2[CH:12]=[CH:11][C:10]([O:9][CH2:8][CH2:7][CH2:6][C:4]3[N:3]=[CH:2][NH:1][CH:5]=3)=[CH:15][CH:14]=2)[O:34][CH2:33]1. Procedure: 1.3 mmol of cyclopropyl 4-(3-(1H-imidazol-4-yl)propyloxy)phenyl ketone (Example 61) and a catalytic amount of 4-toluenesulphonic acid in 15 ml of ethylene glycol are brought to reflux for 5 hours. The solvent is evaporated off under reduced pressure, and the residue is dissolved in 10 ml of H2O and alkalized with ammonia. The crude product is extracted with dichloromethane and purified by rotatory chromatography (eluent: dichloromethane/methanol (99:1-90:10), ammoniacal atmosphere). The product ... Yields the product CC(O)CCCCn1c(=O)c2c(ncn2C)n(CCCCCC#N)c1=O. Starting materials: CC(=O)OC(C)CCCCn1c(=O)c2c(ncn2C)n(CCCCCC#N)c1=O, C1COCCO1, CO, Cl. As a reaction SMILES: [C:1](=[O:2])([CH3:3])[O:4][CH:5]([CH2:6][CH2:7][CH2:8][CH2:9][n:10]1[c:11](=[O:12])[n:13]([CH2:22][CH2:23][CH2:24][CH2:25][CH2:26][C:27]#[N:28])[c:14]2[n:15][cH:16][n:17]([CH3:21])[c:18]2[c:19]1=[O:20])[CH3:29].[CH2:31]1[O:32][CH2:33][CH2:34][O:35][CH2:36]1.[CH3:37][OH:38].[ClH:30]>>[OH:4][CH:5]([CH2:6][CH2:7][CH2:8][CH2:9][n:10]1[c:11](=[O:12])[n:13]([CH2:22][CH2:23][CH2:24][CH2:25][CH2:26][C:27]#[N:28])[c:14]2[n:15][cH:16][n:17]([CH3:21])[c:18]2[c:19]1=[O:20])[CH3:29].